This data is from the Open Reaction Database (ORD), a public repository of structured organic reaction records. The task is: describe an organic reaction: reactants, conditions, products, and yield The reactants are CS(=O)(=O)N (methanesulfonamide), CCN=C=NCCCN(C)C.Cl (EDCl), ClC=1C(=CC(=C(C(=O)OC)C1)F)F (methyl 5-chloro-2,4-difluorobenzoate), C(C)OC=1C=C(C=CC1)O (3-ethoxyphenol), C([O-])([O-])=O.[Cs+].[Cs+] (cesium carbonate). Reagents/catalysts: CN(C1=CC=NC=C1)C (4-dimethylaminopyridine). The solvent is C(C)#N.O (acetonitrile water), ClCCl (dichloromethane), CN(C=O)C (dimethyl formamide). Conditions: temperature 120 celsius, time 16 hour. Product: ClC=1C(=CC(=C(C(=O)NS(=O)(=O)C)C1)F)OC1=CC(=CC=C1)OCC (5-chloro-4-(3-ethoxyphenoxy)-2-fluoro-N-(methylsulfonyl)benzamide). Isolated yield 12.8%. Reaction SMILES: [Cl:1][C:2]1[C:3](F)=[CH:4][C:5]([F:12])=[C:6]([CH:11]=1)[C:7]([O:9]C)=O.[CH2:14]([O:16][C:17]1[CH:18]=[C:19]([OH:23])[CH:20]=[CH:21][CH:22]=1)[CH3:15].C(=O)([O-])[O-].[Cs+].[Cs+].[CH3:30][S:31]([NH2:34])(=[O:33])=[O:32].CCN=C=NCCCN(C)C.Cl>CN(C)C=O.CN(C)C1C=CN=CC=1.ClCCl.C(#N)C.O>[Cl:1][C:2]1[C:3]([O:23][C:19]2[CH:20]=[CH:21][CH:22]=[C:17]([O:16][CH2:14][CH3:15])[CH:18]=2)=[CH:4][C:5]([F:12])=[C:6]([CH:11]=1)[C:7]([NH:34][S:31]([CH3:30])(=[O:33])=[O:32])=[O:9] |f:2.3.4,6.7,11.12|. Procedure details: To solution of methyl 5-chloro-2,4-difluorobenzoate (25.9 mg, 0.125 mmol) and 3-ethoxyphenol (17.3 mg, 0.125 mmol) in dimethyl formamide (0.5 mL) was added cesium carbonate (82 mg, 0.25 mmol), the mixture was shaken at 120° C. for 16 hours, filtered and evaporated in vacuo. Water (1 mL) was added and extracted with ethyl acetate (3×1 mL), the combined organic layers were dried over sodium sulphate, filtered and evaporated in vacuo. The residue was dissolved in THF (0.7 mL) and to this solution w...